Dataset: the Open Reaction Database (ORD), a public repository of structured organic reaction records. Task: describe an organic reaction: reactants, conditions, products, and yield Reactants: C(C)OC(CCCC(C1=CC(=C(C=C1)CCCCCCOC1=C(C2=C(C(CCO2)=O)C=C1)CCC)CCC(=O)OCC)=O)=O (4-[6-[(3,4-dihydro-4-oxo-8-propyl-2H-1-benzopyran-7-yl)oxy]hexyl]-3-(3-ethoxy-3-oxopropyl)-δ-oxobenzenepentanoic acid ethyl ester), S(O)(O)(=O)=O (sulfuric acid), O (water), O.[OH-].[Li+] (lithium hydroxide monohydrate). Run in O1CCCC1 (tetrahydrofuran), C(C)(=O)OCC (ethyl acetate). Reaction conditions: time 19.3 hour. The product is C(=O)(O)CCC=1C=C(C=CC1CCCCCCOC1=C(C2=C(C(CCO2)=O)C=C1)CCC)C(CCCC(=O)O)=O (3-(2-Carboxyethyl)-4-[6-[(3,4-dihydro-4-oxo-8-propyl-2H-1-benzopyran-7-yl)oxy]hexyl]-δ-oxobenzenepentanoic Acid). Isolated yield 76.6%. Reaction SMILES: C([O:3][C:4](=[O:44])[CH2:5][CH2:6][CH2:7][C:8](=[O:43])[C:9]1[CH:14]=[CH:13][C:12]([CH2:15][CH2:16][CH2:17][CH2:18][CH2:19][CH2:20][O:21][C:22]2[CH:32]=[CH:31][C:25]3[C:26](=[O:30])[CH2:27][CH2:28][O:29][C:24]=3[C:23]=2[CH2:33][CH2:34][CH3:35])=[C:11]([CH2:36][CH2:37][C:38]([O:40]CC)=[O:39])[CH:10]=1)C.O.O.[OH-].[Li+].S(=O)(=O)(O)O>O1CCCC1.C(OCC)(=O)C>[C:38]([CH2:37][CH2:36][C:11]1[CH:10]=[C:9]([C:8](=[O:43])[CH2:7][CH2:6][CH2:5][C:4]([OH:44])=[O:3])[CH:14]=[CH:13][C:12]=1[CH2:15][CH2:16][CH2:17][CH2:18][CH2:19][CH2:20][O:21][C:22]1[CH:32]=[CH:31][C:25]2[C:26](=[O:30])[CH2:27][CH2:28][O:29][C:24]=2[C:23]=1[CH2:33][CH2:34][CH3:35])([OH:40])=[O:39] |f:2.3.4|. Reported procedure: To a mixture of 0.442 g (0.73 mmol) of 4-[6-[(3,4-dihydro-4-oxo-8-propyl-2H-1-benzopyran-7-yl)oxy]hexyl]-3-(3-ethoxy-3-oxopropyl)-δ-oxobenzenepentanoic acid ethyl ester from the preceding example, in 7 mL of tetrahydrofuran and 7 mL of water was added 91.7 mg (2.19 mmol) of lithium hydroxide monohydrate and the reaction was stirred at room temperature for 19.3 hr. After being acidified with 16 mL of 3N aqueous sulfuric acid, the mixture was worked-up with ethyl acetate in the usual manner. The c... The reactants are COC(C1=CC=C(C=C1)S(NC(C=CC1=CC=C(C=C1)C(=C(CC)C1=CC=CC=C1)C1=CC=CC=C1)=O)(=O)=O)=O (4-{3-[4-(1,2-diphenyl-but-1-enyl)-phenyl]-acryloylsulfamoyl}-benzoic acid methyl ester), [OH-].[Na+] (sodium hydroxide). Run in O1CCOCC1.CO (dioxane methanol). Product: C1(=CC=CC=C1)C(=C(CC)C1=CC=CC=C1)C1=CC=C(C=C1)C=CC(=O)NS(=O)(=O)C1=CC=C(C(=O)O)C=C1 (4-{3-[4-(1,2-diphenyl-but-1-enyl)-phenyl]-acryloylsulfamoyl}-benzoic acid). RXN SMILES: C[O:2][C:3](=[O:40])[C:4]1[CH:9]=[CH:8][C:7]([S:10](=[O:39])(=[O:38])[NH:11][C:12](=[O:37])[CH:13]=[CH:14][C:15]2[CH:20]=[CH:19][C:18]([C:21]([C:31]3[CH:36]=[CH:35][CH:34]=[CH:33][CH:32]=3)=[C:22]([C:25]3[CH:30]=[CH:29][CH:28]=[CH:27][CH:26]=3)[CH2:23][CH3:24])=[CH:17][CH:16]=2)=[CH:6][CH:5]=1.[OH-].[Na+]>O1CCOCC1.CO>[C:31]1([C:21]([C:18]2[CH:19]=[CH:20][C:15]([CH:14]=[CH:13][C:12]([NH:11][S:10]([C:7]3[CH:6]=[CH:5][C:4]([C:3]([OH:40])=[O:2])=[CH:9][CH:8]=3)(=[O:39])=[O:38])=[O:37])=[CH:16][CH:17]=2)=[C:22]([C:25]2[CH:26]=[CH:27][CH:28]=[CH:29][CH:30]=2)[CH2:23][CH3:24])[CH:36]=[CH:35][CH:34]=[CH:33][CH:32]=1 |f:1.2,3.4|. Procedure details: Prepared by hydrolyzing 1s using 4N aq sodium hydroxide (2 eq) in 4:1 dioxane/methanol at room temperature. Yield (82%); 1H NMR (d6-DMSO) δ 13.48 (br s, 1H), 12.36 (br s, 1H), 8.10 (d, J=8.0 Hz, 2H), 8.02 (d, J=8.0 Hz, 2H), 7.39-7.07 (m, 13H), 6.84 (d, J=8.1 Hz, 2H), 6.41 (d, J=15.7 Hz, 1H), 2.35 (q, J=7.7 Hz, 2H), 0.82 (t, J=7.7 Hz, 3H); APcI m/z: 538 (M+H+). Starting materials: BrB(Br)Br, COC(=O)c1ccc(OCC(=O)N2CCN(CCC(C)(C)C)CC2)c(C)c1, ClCCl. Yields the product Cc1cc(C(=O)O)ccc1OCC(=O)N1CCN(CCC(C)(C)C)CC1. RXN SMILES: [B:1]([Br:2])([Br:3])[Br:4].[CH3:5][O:6][C:7]([c:8]1[cH:9][c:10]([CH3:30])[c:11]([O:14][CH2:15][C:16](=[O:17])[N:18]2[CH2:19][CH2:20][N:21]([CH2:24][CH2:25][C:26]([CH3:27])([CH3:28])[CH3:29])[CH2:22][CH2:23]2)[cH:12][cH:13]1)=[O:31].[Cl:32][CH2:33][Cl:34]>>[O:6]=[C:7]([c:8]1[cH:9][c:10]([CH3:30])[c:11]([O:14][CH2:15][C:16](=[O:17])[N:18]2[CH2:19][CH2:20][N:21]([CH2:24][CH2:25][C:26]([CH3:27])([CH3:28])[CH3:29])[CH2:22][CH2:23]2)[cH:12][cH:13]1)[OH:31]. Reactants: resultant mixture, ClS(=O)(=O)O (chlorosulfonic acid), P(=O)(Cl)(Cl)Cl (phosphorous oxychloride), C(CCCCCCC)OC1=CC=C(C=C1)C(C)(C)CC(C)(C)C (1-octyloxy-4-t-octylbenzene). Run in ClCCl (dichloromethane). Product: C(CCCCCCC)OC1=C(C=C(C=C1)C(C)(C)CC(C)(C)C)S(=O)(=O)Cl (2-octyloxy-5-t-octylbenzenesulfonyl chloride). RXN SMILES: [CH2:1]([O:9][C:10]1[CH:15]=[CH:14][C:13]([C:16]([CH2:19][C:20]([CH3:23])([CH3:22])[CH3:21])([CH3:18])[CH3:17])=[CH:12][CH:11]=1)[CH2:2][CH2:3][CH2:4][CH2:5][CH2:6][CH2:7][CH3:8].[Cl:24][S:25](O)(=[O:27])=[O:26].P(Cl)(Cl)(Cl)=O>ClCCl>[CH2:1]([O:9][C:10]1[CH:15]=[CH:14][C:13]([C:16]([CH2:19][C:20]([CH3:22])([CH3:21])[CH3:23])([CH3:18])[CH3:17])=[CH:12][C:11]=1[S:25]([Cl:24])(=[O:27])=[O:26])[CH2:2][CH2:3][CH2:4][CH2:5][CH2:6][CH2:7][CH3:8]. Procedure details: In 900 ml of dichloromethane was dissolved 159 g of Compound A and the solution was stirred while cooling with an ice bath. After slowly adding dropwise 41.5 ml of chlorosulfonic acid to the solution, the mixture was stirred for 1.5 hours. Then, dichloromethane was removed while reducing the pressure by a tap aspirator and 480 ml of N,N-dimethylacetamide and 150 ml of acetonitrile were added to the residue formed. After adding dropwise 93.2 ml of phosphorous oxychloride to the mixture over a per... Reactants: Brc1cn[nH]c1, [H-], [Na+], CN(C)C=O, CC1(C)OB(c2cnn(C3CCOCC3)c2)OC1(C)C. Product: Brc1cnn(C2CCOCC2)c1. RXN SMILES: [Br:1][c:2]1[cH:3][n:4][nH:5][cH:6]1.[H-:7].[Na+:8].[O:29]=[CH:30][N:31]([CH3:32])[CH3:33].[O:9]1[CH2:10][CH2:11][CH:12]([n:15]2[cH:16][c:17]([B:18]3[O:19][C:20]([CH3:21])([CH3:22])[C:23]([CH3:24])([CH3:25])[O:26]3)[cH:27][n:28]2)[CH2:13][CH2:14]1>>[Br:1][c:2]1[cH:3][n:4][n:5]([CH:12]2[CH2:11][CH2:10][O:9][CH2:14][CH2:13]2)[cH:6]1. Starting materials: C(C)(C)(C)OC(=O)N[C@H](C(=O)O[C@@H](COC(C)=O)C)CC1=CC(=C(C=C1)OCC1=CC=CC=C1)OCC1=CC=CC=C1 ((1R)-2-Acetyloxy-1-methylethyl(2S)-2-[(tert-Butoxy)carbonylamino]-3-[3,4-bis(phenylmethoxy)phenyl]propanoate), [H][H] (hydrogen). The reagents and catalysts are [Pd] (Pd—C). Solvent: CO (methanol), CO (methanol). Conditions: time 4 hour. Yields the product OC=1C=C(C=CC1O)C[C@@H](C(=O)O[C@@H](COC(C)=O)C)NC(=O)OC(C)(C)C ((1R)-2-Acetyloxy-1-methylethyl(2S)-3-(3,4-Dihydroxyphenyl)-2-[(tert-butoxy)carbonylamino]propanoate). The yield is 100.2%. As a reaction SMILES: [C:1]([O:5][C:6]([NH:8][C@@H:9]([CH2:20][C:21]1[CH:26]=[CH:25][C:24]([O:27]CC2C=CC=CC=2)=[C:23]([O:35]CC2C=CC=CC=2)[CH:22]=1)[C:10]([O:12][C@H:13]([CH3:19])[CH2:14][O:15][C:16](=[O:18])[CH3:17])=[O:11])=[O:7])([CH3:4])([CH3:3])[CH3:2].[H][H]>CO.[Pd]>[OH:35][C:23]1[CH:22]=[C:21]([CH2:20][C@H:9]([NH:8][C:6]([O:5][C:1]([CH3:2])([CH3:4])[CH3:3])=[O:7])[C:10]([O:12][C@H:13]([CH3:19])[CH2:14][O:15][C:16](=[O:18])[CH3:17])=[O:11])[CH:26]=[CH:25][C:24]=1[OH:27]. Procedure details: To a solution of (1R)-2-acetyloxy-1-methylethyl(2S)-2-[(tert-butoxy)carbonylamino]-3-[3,4-bis(phenylmethoxy)phenyl]propanoate (18) (12.7 g, 22.1 mmol) in 100 mL of methanol, 10% Pd—C (200 mg) pre-mixed with 10 mL of methanol was added under a nitrogen atmosphere. The nitrogen was exchanged with hydrogen using the evacuation refill cycle method. The mixture was stirred under hydrogen at room temperature for 4 hours. After filtration and washing with methanol, the filtrate was concentrated to affo... The reactants are COC1=C(C=CC(=C1)OC)C1=NNC2=C(C=CC=C12)F (3-(2,4-dimethoxyphenyl)-7-fluoro-1H-indazole), [H-].[Na+] (sodium hydride), ICC(C)C (1-iodo-2-methylpropane). Yields the product COC1=C(C=CC(=C1)OC)C1=NN(C2=C(C=CC=C12)F)CC(C)C (3-(2,4-dimethoxyphenyl)-7-fluoro-1-isobutyl-1H-indazole). Yield: 51.8%. As a reaction SMILES: [CH3:1][O:2][C:3]1[CH:8]=[C:7]([O:9][CH3:10])[CH:6]=[CH:5][C:4]=1[C:11]1[C:19]2[C:14](=[C:15]([F:20])[CH:16]=[CH:17][CH:18]=2)[NH:13][N:12]=1.[H-].[Na+].I[CH2:24][CH:25]([CH3:27])[CH3:26]>>[CH3:1][O:2][C:3]1[CH:8]=[C:7]([O:9][CH3:10])[CH:6]=[CH:5][C:4]=1[C:11]1[C:19]2[C:14](=[C:15]([F:20])[CH:16]=[CH:17][CH:18]=2)[N:13]([CH2:24][CH:25]([CH3:27])[CH3:26])[N:12]=1 |f:1.2|. Reported procedure: Prepared according to Method D step B from 3-(2,4-dimethoxyphenyl)-7-fluoro-1H-indazole (0.300 g, 1.10 mmol), sodium hydride (60% in oil, 0.058 g, 1.50 mmol) and 1-iodo-2-methylpropane (0.23 mL, 2.00 mmol) to give the title compound (0.187 g) as a white solid.